The task is: describe an organic reaction: reactants, conditions, products, and yield. This data is from the Open Reaction Database (ORD), a public repository of structured organic reaction records. Reactants: C(C1=CC=CC=C1)(=O)C=1C=NC2=C(C=CC=C2C1C=1C=C(C=CC1)NC(=O)NC1=C(C(=O)OC)C=CC=C1)C(F)(F)F (methyl 2-{[({3-[3-benzoyl-8-(trifluoromethyl)quinolin-4-yl]phenyl}amino) carbonyl]amino}benzoate), [Li+].[OH-] (LiOH). Product: C(C1=CC=CC=C1)(=O)C=1C=NC2=C(C=CC=C2C1C=1C=C(C=CC1)N1C(NC2=CC=CC=C2C1=O)=O)C(F)(F)F (3-{3-[3-BENZOYL-8-(TRIFLUOROMETHYL)QUINOLIN-4-YL]PHENYL}QUINAZOLINE-2,4(1H,3H)-DIONE). RXN SMILES: [C:1]([C:9]1[CH:10]=[N:11][C:12]2[C:17]([C:18]=1[C:19]1[CH:20]=[C:21]([NH:25][C:26]([NH:28][C:29]3[CH:38]=[CH:37][CH:36]=[CH:35][C:30]=3[C:31]([O:33]C)=O)=[O:27])[CH:22]=[CH:23][CH:24]=1)=[CH:16][CH:15]=[CH:14][C:13]=2[C:39]([F:42])([F:41])[F:40])(=[O:8])[C:2]1[CH:7]=[CH:6][CH:5]=[CH:4][CH:3]=1.[Li+].[OH-]>>[C:1]([C:9]1[CH:10]=[N:11][C:12]2[C:17]([C:18]=1[C:19]1[CH:20]=[C:21]([N:25]3[C:31](=[O:33])[C:30]4[C:29](=[CH:38][CH:37]=[CH:36][CH:35]=4)[NH:28][C:26]3=[O:27])[CH:22]=[CH:23][CH:24]=1)=[CH:16][CH:15]=[CH:14][C:13]=2[C:39]([F:42])([F:41])[F:40])(=[O:8])[C:2]1[CH:3]=[CH:4][CH:5]=[CH:6][CH:7]=1 |f:1.2|. Procedure: The title compound was prepared from methyl 2-{[({3-[3-benzoyl-8-(trifluoromethyl)quinolin-4-yl]phenyl}amino) carbonyl]amino}benzoate and LiOH according to the procedure of Example 1. MS (ES) m/z 535.8. The reactants are C(C)(C)(C)OC(=O)N1CCC(CC1)C#CC1=NC(=NC=C1Cl)Cl (4-(2,5-dichloro-pyrimidin-4-ylethynyl)-piperidine-1-carboxylic acid tert-butyl ester), CS(=O)(=O)C1=CC=C(C=C1)B(O)O (4-(methanesulfonyl)phenylboronic acid), Intermediate 14. Product: C(C)(C)(C)OC(=O)N1CCC(CC1)C#CC1=NC(=NC=C1Cl)C1=CC=C(C=C1)S(=O)(=O)C (4-[5-Chloro-2-(4-methanesulfonyl-phenyl)-pyrimidin-4-ylethynyl]-piperidine-1-carboxylic acid tert-butyl ester). Reaction SMILES: [C:1]([O:5][C:6]([N:8]1[CH2:13][CH2:12][CH:11]([C:14]#[C:15][C:16]2[C:21]([Cl:22])=[CH:20][N:19]=[C:18](Cl)[N:17]=2)[CH2:10][CH2:9]1)=[O:7])([CH3:4])([CH3:3])[CH3:2].[CH3:24][S:25]([C:28]1[CH:33]=[CH:32][C:31](B(O)O)=[CH:30][CH:29]=1)(=[O:27])=[O:26]>>[C:1]([O:5][C:6]([N:8]1[CH2:13][CH2:12][CH:11]([C:14]#[C:15][C:16]2[C:21]([Cl:22])=[CH:20][N:19]=[C:18]([C:31]3[CH:32]=[CH:33][C:28]([S:25]([CH3:24])(=[O:27])=[O:26])=[CH:29][CH:30]=3)[N:17]=2)[CH2:10][CH2:9]1)=[O:7])([CH3:4])([CH3:3])[CH3:2]. Procedure: The title compound is prepared from 4-(2,5-dichloro-pyrimidin-4-ylethynyl)-piperidine-1-carboxylic acid tert-butyl ester and 4-(methanesulfonyl)phenylboronic acid following a procedure analogous to that described for Intermediate 14. LC (method 7): tR=1.58 min; Mass spectrum (ESI+): m/z=476 [M+H]+. The reactants are BrN1C(CCC1=O)=O (N-Bromosuccinimide), C1(=CC=CC=C1)C1=CC(=CS1)C(=O)OC (methyl 5-phenylthiophene-3-carboxylate), BrN1C(CCC1=O)=O (N-Bromosuccinimide). Procedure details: N-Bromosuccinimide (360 mg, 2.02 mmol) was added to a solution of methyl 5-phenylthiophene-3-carboxylate (11b) (440 mg, 2.02 mmol) in a mixture of N,N-dimethylformamide (4 mL) and tetrahydrofuran (4 mL). The reaction mixture was stirred at room temperature for 1 hour. N-Bromosuccinimide (72 mg, 0.40 mmol) was added and the stirring was maintained for 1 hour. The mixture was poured in water (10 mL) and extracted with dichloromethane (2×15 mL). The organic layer was dried over sodium sulfate, filt... The yield is 64.4%. Reaction SMILES: [Br:1]N1C(=O)CCC1=O.[C:9]1([C:15]2[S:19][CH:18]=[C:17]([C:20]([O:22][CH3:23])=[O:21])[CH:16]=2)[CH:14]=[CH:13][CH:12]=[CH:11][CH:10]=1>CN(C)C=O.O1CCCC1.O>[Br:1][C:18]1[S:19][C:15]([C:9]2[CH:10]=[CH:11][CH:12]=[CH:13][CH:14]=2)=[CH:16][C:17]=1[C:20]([O:22][CH3:23])=[O:21]. Run at time 1 hour. Product: BrC=1SC(=CC1C(=O)OC)C1=CC=CC=C1 (methyl 2-bromo-5-phenylthiophene-3-carboxylate). Solvent: CN(C=O)C (N,N-dimethylformamide), O1CCCC1 (tetrahydrofuran), O (water). Reaction conditions: temperature 0 celsius. As a reaction SMILES: C(O[C:6]([N:8]1[CH2:13][CH2:12][N:11]([C:14](OC(C)(C)C)=O)[CH2:10][C@@H:9]1[CH2:21][OH:22])=O)(C)(C)C.[H-].[H-].[H-].[H-].[Li+].[Al+3]>C1COCC1>[CH3:6][N:8]1[CH2:13][CH2:12][N:11]([CH3:14])[CH2:10][C@@H:9]1[CH2:21][OH:22] |f:1.2.3.4.5.6|. Product: CN1[C@H](CN(CC1)C)CO (1,4-dimethyl-(R)-2-hydroxymethyl piperazine). The yield is 62.3%. Reported procedure: (R)-2-hydroxymethyl-piperazine-1,4-dicarboxylic acid di-tert-butyl ester (6.24 g, 19.7 mmol) was dissolved in THF (10 mL) and cooled to 0° C. 2M LiAlH4 in THF (30.0 mL, 60.0 mmol) was added. The reaction mixture was stirred at reflux for 4 hours and then cooled to 0° C. and quenched with the drop-wise addition of 1M sodium hydroxide solution (20 mL). The reaction mixture was diluted with THF (50 mL), filtered and the filtrate was concentrated in vacuo to give 1,4-dimethyl-(R)-2-hydroxymethyl pip... The reactants are C(C)(C)(C)OC(=O)N1[C@H](CN(CC1)C(=O)OC(C)(C)C)CO ((R)-2-hydroxymethyl-piperazine-1,4-dicarboxylic acid di-tert-butyl ester), [H-].[H-].[H-].[H-].[Li+].[Al+3] (LiAlH4). Solvent: C1CCOC1 (THF), C1CCOC1 (THF). The reactants are C(C)OC(=O)[C@]1(CN(C(C1)=O)[C@H](C1=CC=CC=C1)C)C(=O)O ((R)-3-Ethoxycarbonyl-1-((S)-α-methylbenzyl)-5-oxopyrrolidine-3-carboxylic acid), C1(CCCCC1)N=C=NC1CCCCC1 (Dicyclohexylcarbodiimide), C(C1=CC=CC=C1)N (benzylamine), OC1=CC=CC=2NN=NC21 (Hydroxybenztriazole). Run in O1CCCC1 (tetrahydrofuran). Reaction conditions: time 2 day. Yields the product C(C1=CC=CC=C1)NC(=O)[C@@]1(CN(C(C1)=O)[C@H](C1=CC=CC=C1)C)C(=O)OCC (Ethyl (R)-3-benzylcarbamoyl-1-((S)-α-methylbenzyl)-5-oxopyrrolidine-3-carboxylate). As a reaction SMILES: [CH2:1]([O:3][C:4]([C@:6]1([C:20]([OH:22])=O)[CH2:10][C:9](=[O:11])[N:8]([C@@H:12]([CH3:19])[C:13]2[CH:18]=[CH:17][CH:16]=[CH:15][CH:14]=2)[CH2:7]1)=[O:5])[CH3:2].OC1C2N=NNC=2C=CC=1.C1(N=C=NC2CCCCC2)CCCCC1.[CH2:48]([NH2:55])[C:49]1[CH:54]=[CH:53][CH:52]=[CH:51][CH:50]=1>O1CCCC1>[CH2:48]([NH:55][C:20]([C@@:6]1([C:4]([O:3][CH2:1][CH3:2])=[O:5])[CH2:10][C:9](=[O:11])[N:8]([C@@H:12]([CH3:19])[C:13]2[CH:18]=[CH:17][CH:16]=[CH:15][CH:14]=2)[CH2:7]1)=[O:22])[C:49]1[CH:54]=[CH:53][CH:52]=[CH:51][CH:50]=1. Reported procedure: (R)-3-Ethoxycarbonyl-1-((S)-α-methylbenzyl)-5-oxopyrrolidine-3-carboxylic acid (10 g) was dissolved in tetrahydrofuran (100 ml). Hydroxybenztriazole (0.89 g) was added and the mixture was stirred. Dicyclohexylcarbodiimide (6.76 g) and benzylamine (3.86 g) were added under ice-cooling, and the mixture was stirred at room temperature for 30 minutes. The reaction mixture was allowed to stand for 2 days and filtered through Celite. The filtrate was concentrated under reduced pressure. Ethyl acetate ...